From a dataset of the Open Reaction Database (ORD), a public repository of structured organic reaction records. describe an organic reaction: reactants, conditions, products, and yield Reactants: O1C(OCC1)CC1=CC=C(C(=O)O)C=C1 (4-(1,3-dioxolan-2-ylmethyl)benzoic acid), C(=O)(N1C=NC=C1)N1C=NC=C1 (1,1′-carbonyldiimidazole), Cl.Cl.NC1=C(C(=O)N)C=CC=C1N (2,3-Diaminobenzamide dihydrochloride). The solvent is N1=CC=CC=C1 (pyridine), CN(C=O)C (N,N-dimethylformamide). Reaction conditions: time 8 hour. The product is O1C(OCC1)CC1=CC=C(C=C1)C1=NC2=C(N1)C=CC=C2C(=O)N (2-(4-[1,3]-Dioxolan-2-ylmethylphenyl)-1H-benzimidazole-4-carboxamide). Reaction SMILES: [O:1]1[CH2:5][CH2:4][O:3][CH:2]1[CH2:6][C:7]1[CH:15]=[CH:14][C:10]([C:11](O)=O)=[CH:9][CH:8]=1.C(N1C=CN=C1)(N1C=CN=C1)=O.Cl.Cl.[NH2:30][C:31]1[C:39]([NH2:40])=[CH:38][CH:37]=[CH:36][C:32]=1[C:33]([NH2:35])=[O:34]>N1C=CC=CC=1.CN(C)C=O>[O:1]1[CH2:5][CH2:4][O:3][CH:2]1[CH2:6][C:7]1[CH:15]=[CH:14][C:10]([C:11]2[NH:40][C:39]3[CH:38]=[CH:37][CH:36]=[C:32]([C:33]([NH2:35])=[O:34])[C:31]=3[N:30]=2)=[CH:9][CH:8]=1 |f:2.3.4|. Reported procedure: A solution of 4-(1,3-dioxolan-2-ylmethyl)benzoic acid (1.0 g, 4.80 mmol) in pyridine (5 mL) and N,N-dimethylformamide (5 mL) was treated with 1,1′-carbonyldiimidazole (0.856 g, 5.28 mmol) at 45° C. for 2 hours. 2,3-Diaminobenzamide dihydrochloride (synthesized as described in U.S. Pat. No. 6,737,421, column 11, EXAMPLE 2, step (e), 1.08 g, 4.80 mmol) was added and the mixture stirred at ambient temperature overnight. The mixture was concentrated and the residue heated in acetic acid (30 mL) at 8... Starting materials: ClC1=CC=CC=2C(OC(=NC21)C2=CC(=NN2C2=NC=CC=C2Cl)C(F)(F)F)=O (8-chloro-2-[1-(3-chloro-2-pyridinyl)-3-trifluoromethyl-1H-pyrazol-5-yl]-4H-3,1-benzoxazine-4-one), O.NN (hydrazine monohydrate), O1CCCC1 (tetrahydrofuran). The solvent is O (Water). Run at time 3 hour. The product is ClC1=C(C(=CC=C1)C(=O)NN)NC(=O)C1=CC(=NN1C1=NC=CC=C1Cl)C(F)(F)F (N-[2-chloro-6-(hydrazinocarbonyl)phenyl]-1-(3-chloro-2-pyridinyl)-3-trifluoromethyl-1H-pyrazole-5-carboxamide). RXN SMILES: [Cl:1][C:2]1[C:11]2[N:10]=[C:9]([C:12]3[N:16]([C:17]4[C:22]([Cl:23])=[CH:21][CH:20]=[CH:19][N:18]=4)[N:15]=[C:14]([C:24]([F:27])([F:26])[F:25])[CH:13]=3)[O:8][C:7](=[O:28])[C:6]=2[CH:5]=[CH:4][CH:3]=1.O.[NH2:30][NH2:31].O1CCCC1>O>[Cl:1][C:2]1[CH:3]=[CH:4][CH:5]=[C:6]([C:7]([NH:30][NH2:31])=[O:28])[C:11]=1[NH:10][C:9]([C:12]1[N:16]([C:17]2[C:22]([Cl:23])=[CH:21][CH:20]=[CH:19][N:18]=2)[N:15]=[C:14]([C:24]([F:27])([F:26])[F:25])[CH:13]=1)=[O:8] |f:1.2|. Procedure details: A mixture of 0.27 g of 8-chloro-2-[1-(3-chloro-2-pyridinyl)-3-trifluoromethyl-1H-pyrazol-5-yl]-4H-3,1-benzoxazine-4-one, 0.025 ml of hydrazine monohydrate and 10 ml of tetrahydrofuran was stirred at room temperature for 3 hours. Water was poured into the reaction mixture, and the mixture was extracted with ethyl acetate three times. The organic layers were combined, washed with an aqueous saturated sodium chloride solution, dried over anhydrous magnesium sulfate, and concentrated under reduced p...